Dataset: the Open Reaction Database (ORD), a public repository of structured organic reaction records. Task: describe an organic reaction: reactants, conditions, products, and yield Starting materials: C(C1=CC=CC=C1)N(CCOC1=NC=CC=C1C(N)=O)CC(COC1=C(C=CC=C1)C)O (1-{N-benzyl-N-[2-(3-carbamoyl-2-pyridyloxy)-ethyl]-amino}-3-(2-methyl-phenyloxy)-2-propanol), [H][H] (hydrogen). Reagents/catalysts: [Pd] (palladium-on-charcoal). The solvent is C(C)O (ethanol). Yields the product C(N)(=O)C=1C(=NC=CC1)OCCNCC(COC1=C(C=CC=C1)C)O (1-[2-(3-carbamoyl-2-pyridyloxy)-ethylamino]-3-(2-methyl-phenyloxy)-2-propanol). Reaction SMILES: C([N:8]([CH2:21][CH:22]([OH:32])[CH2:23][O:24][C:25]1[CH:30]=[CH:29][CH:28]=[CH:27][C:26]=1[CH3:31])[CH2:9][CH2:10][O:11][C:12]1[C:17]([C:18](=[O:20])[NH2:19])=[CH:16][CH:15]=[CH:14][N:13]=1)C1C=CC=CC=1.[H][H]>C(O)C.[Pd]>[C:18]([C:17]1[C:12]([O:11][CH2:10][CH2:9][NH:8][CH2:21][CH:22]([OH:32])[CH2:23][O:24][C:25]2[CH:30]=[CH:29][CH:28]=[CH:27][C:26]=2[CH3:31])=[N:13][CH:14]=[CH:15][CH:16]=1)(=[O:20])[NH2:19]. Procedure: A solution of 11.7 g of 1-{N-benzyl-N-[2-(3-carbamoyl-2-pyridyloxy)-ethyl]-amino}-3-(2-methyl-phenyloxy)-2-propanol in 120 ml of ethanol is hydrogenated in the presence of 1.2 g of a 5% strength palladium-on-charcoal catalyst at 20°-30° C. and under atmospheric pressure until the uptake of hydrogen ceases. The reaction product is worked up analogously to the process described in Example 1, giving crude 1-[2-(3-carbamoyl-2-pyridyloxy)-ethylamino]-3-(2-methyl-phenyloxy)-2-propanol. A solution of 1... The reactants are COC(=O)c1cc(-c2ccc(O)c(CNC(=O)OC(C)(C)C)c2)ccc1C, O=C([O-])[O-], CC#N, CCOC(C)=O, [Cs+], [Cs+], CCI. Product: CCOc1ccc(-c2ccc(C)c(C(=O)OC)c2)cc1CNC(=O)OC(C)(C)C. As a reaction SMILES: [C:1]([CH3:2])([CH3:3])([CH3:4])[O:5][C:6](=[O:7])[NH:8][CH2:9][c:10]1[cH:11][c:12](-[c:17]2[cH:18][c:19]([C:20](=[O:21])[O:22][CH3:23])[c:24]([CH3:27])[cH:25][cH:26]2)[cH:13][cH:14][c:15]1[OH:16].[C:31](=[O:32])([O-:33])[O-:34].[CH3:37][C:38]#[N:39].[CH3:40][CH2:41][O:42][C:43](=[O:44])[CH3:45].[Cs+:35].[Cs+:36].[I:28][CH2:29][CH3:30]>>[C:1]([CH3:2])([CH3:3])([CH3:4])[O:5][C:6](=[O:7])[NH:8][CH2:9][c:10]1[cH:11][c:12](-[c:17]2[cH:18][c:19]([C:20](=[O:21])[O:22][CH3:23])[c:24]([CH3:27])[cH:25][cH:26]2)[cH:13][cH:14][c:15]1[O:16][CH2:29][CH3:30]. Reactants: ClC1=CC(=C(/C=C/C(=O)OC)C=C1)NS(=O)(=O)C1=CC=CC=C1 (methyl trans-4-chloro-2-(penylsulfonylamino)cinnamate), BrCC(=O)C1=NC=CC(=C1)C(C)O[Si](C)(C)C(C)(C)C (2-bromoacetyl-4-[1-(tert-butyldimethylsilyloxy)ethyl]pyridine). The product is COC(CC1=C(NC2=CC(=CC=C12)Cl)C(=O)C1=NC=CC(=C1)C(C)O)=O (Methyl[6-chloro-2-[4-(1-hydroxyethyl)pyridine-2-carbonyl]-1H-indol-3-yl]acetate). Reaction SMILES: [Cl:1][C:2]1[CH:13]=[CH:12][C:5](/[CH:6]=[CH:7]/[C:8]([O:10][CH3:11])=[O:9])=[C:4]([NH:14]S(C2C=CC=CC=2)(=O)=O)[CH:3]=1.Br[CH2:25][C:26]([C:28]1[CH:33]=[C:32]([CH:34]([O:36][Si](C(C)(C)C)(C)C)[CH3:35])[CH:31]=[CH:30][N:29]=1)=[O:27]>>[CH3:11][O:10][C:8](=[O:9])[CH2:7][C:6]1[C:5]2[C:4](=[CH:3][C:2]([Cl:1])=[CH:13][CH:12]=2)[NH:14][C:25]=1[C:26]([C:28]1[CH:33]=[C:32]([CH:34]([OH:36])[CH3:35])[CH:31]=[CH:30][N:29]=1)=[O:27]. Reported procedure: The title compound was prepared according to the procedure described in Example 57 from methyl trans-4-chloro-2-(penylsulfonylamino)cinnamate (step 1 of Example 8, Method A) and 2-bromoacetyl-4-[1-(tert-butyldimethylsilyloxy)ethyl]pyridine*. Starting materials: BrCCO (2-bromoethanol), O (water), C(C1=CC=CC=C1)NCC1=COC=C1 (N-benzyl-3-furylmethylamine), BrCCO (2-bromoethanol), C([O-])([O-])=O.[K+].[K+] (potassium carbonate). Solvent: CN(C=O)C (N,N-dimethylformamide). Reaction conditions: temperature 80 celsius, time 2 hour. Product: C(C1=CC=CC=C1)N(CCO)CC1=COC=C1 (2-[benzyl-(3-furylmethyl)amino]ethanol). As a reaction SMILES: [CH2:1]([NH:8][CH2:9][C:10]1[CH:14]=[CH:13][O:12][CH:11]=1)[C:2]1[CH:7]=[CH:6][CH:5]=[CH:4][CH:3]=1.Br[CH2:16][CH2:17][OH:18].C(=O)([O-])[O-].[K+].[K+].O>CN(C)C=O>[CH2:1]([N:8]([CH2:9][C:10]1[CH:14]=[CH:13][O:12][CH:11]=1)[CH2:16][CH2:17][OH:18])[C:2]1[CH:3]=[CH:4][CH:5]=[CH:6][CH:7]=1 |f:2.3.4|. Procedure details: To a solution of 0.641 g (3.423 mmol) of N-benzyl-3-furylmethylamine and 0.64 g (5.1 mmol) of 2-bromoethanol in 30 ml of N,N-dimethylformamide, 0.95 g of potassium carbonate was added, followed by stirring at 80° C. for 2 hours. 0.64 g (5.1 mmol) of 2-bromoethanol was further added, followed by overnight stirring at 80° C. The reaction mixture was poured into water and extracted with dichloromethane 3 times. The combined organic layer was dried over anhydrous magnesium sulfate; the solvent was d...